Dataset: the Open Reaction Database (ORD), a public repository of structured organic reaction records. Task: describe an organic reaction: reactants, conditions, products, and yield Reactants: CN(C)C=O, O=C1NC(=O)C2CCCCC12, [H-], [Na+], O=C(c1ccc(F)cc1)C1CCN(CCC2CO2)CC1. Product: O=C(c1ccc(F)cc1)C1CCN(CCC(O)CN2C(=O)C3CCCCC3C2=O)CC1. Reaction SMILES: [CH3:34][N:35]([CH3:36])[CH:37]=[O:38].[CH:3]12[CH:4]([CH2:5][CH2:6][CH2:7][CH2:8]1)[C:9](=[O:13])[NH:10][C:11]2=[O:12].[H-:1].[Na+:2].[O:14]1[CH:15]([CH2:16][CH2:17][N:18]2[CH2:19][CH2:20][CH:21]([C:24]([c:25]3[cH:26][cH:27][c:28]([F:31])[cH:29][cH:30]3)=[O:32])[CH2:22][CH2:23]2)[CH2:33]1>>[CH:3]12[CH:4]([CH2:5][CH2:6][CH2:7][CH2:8]1)[C:9](=[O:13])[N:10]([CH2:33][CH:15]([OH:14])[CH2:16][CH2:17][N:18]1[CH2:19][CH2:20][CH:21]([C:24]([c:25]3[cH:26][cH:27][c:28]([F:31])[cH:29][cH:30]3)=[O:32])[CH2:22][CH2:23]1)[C:11]2=[O:12]. Reactants: CNC (dimethylamine), C(C)(C)(C)C1=CC(=NO1)N=C=O (5-tert.-butyl-3-isoxazolyl isocyanate). Run in C1=CC=CC=C1 (benzene). Product: CN(C(=O)NC1=NOC(=C1)C(C)(C)C)C (1,1-dimethyl-3-(5-tert.-butyl-3-isoxazolyl)urea). RXN SMILES: [CH3:1][NH:2][CH3:3].[C:4]([C:8]1[O:12][N:11]=[C:10]([N:13]=[C:14]=[O:15])[CH:9]=1)([CH3:7])([CH3:6])[CH3:5]>C1C=CC=CC=1>[CH3:1][N:2]([CH3:3])[C:14]([NH:13][C:10]1[CH:9]=[C:8]([C:4]([CH3:7])([CH3:5])[CH3:6])[O:12][N:11]=1)=[O:15]. Procedure details: 1,1-Dimethyl-3-(5-tert.-butyl-3-isoxazolyl)urea is prepared by condensing dimethylamine with 5-tert.-butyl-3-isoxazolyl isocyanate in benzene. After removal of the reaction solvent and purification by chromatography or crystallization, there is obtained 1,1-dimethyl-3-(5-tert.-butyl-3-isoxazolyl)urea. M.P. 119.5°-120.5° C. The reactants are N#Cc1ccccc1N, CCOC(C)=O, O=C1OC(=O)c2ccccc21. The product is N#Cc1ccccc1NC(=O)c1ccccc1C(=O)O. As a reaction SMILES: [C:12]([c:13]1[c:14]([NH2:15])[cH:16][cH:17][cH:18][cH:19]1)#[N:20].[CH3:21][CH2:22][O:23][C:24](=[O:25])[CH3:26].[O:1]=[C:2]1[O:3][C:4](=[O:5])[c:6]2[cH:7][cH:8][cH:9][cH:10][c:11]21>>[O:1]=[C:2]([c:11]1[c:6]([C:4]([OH:3])=[O:5])[cH:7][cH:8][cH:9][cH:10]1)[NH:15][c:14]1[c:13]([C:12]#[N:20])[cH:19][cH:18][cH:17][cH:16]1. Reactants: [H-].[Na+] (NaH), CC=1NC2=CC=C(C=C2C1C)C(=O)OCC (ethyl 2,3-dimethyl-1H-indole-5-carboxylate), BrCC1=CC=C(C=C1)C=1C(=CC=CC1)C(=O)OC(C)(C)C (Tert-butyl 4′-(bromomethyl)biphenyl-2-carboxylate). Solvent: CN(C)C=O (DMF), CN(C)C=O (DMF). Conditions: time 30 minute. Yields the product C(C)(C)(C)OC(=O)C1=C(C=CC=C1)C1=CC=C(C=C1)CN1C(=C(C2=CC(=CC=C12)C(=O)OCC)C)C (Ethyl 1-((2′-(tert-butoxycarbonyl)biphenyl-4-yl)methyl)-2,3-dimethyl-1H-indole-5-carboxylate). Reaction SMILES: [CH3:1][C:2]1[NH:3][C:4]2[C:9]([C:10]=1[CH3:11])=[CH:8][C:7]([C:12]([O:14][CH2:15][CH3:16])=[O:13])=[CH:6][CH:5]=2.[H-].[Na+].Br[CH2:20][C:21]1[CH:26]=[CH:25][C:24]([C:27]2[C:28]([C:33]([O:35][C:36]([CH3:39])([CH3:38])[CH3:37])=[O:34])=[CH:29][CH:30]=[CH:31][CH:32]=2)=[CH:23][CH:22]=1>CN(C=O)C>[C:36]([O:35][C:33]([C:28]1[CH:29]=[CH:30][CH:31]=[CH:32][C:27]=1[C:24]1[CH:25]=[CH:26][C:21]([CH2:20][N:3]2[C:4]3[C:9](=[CH:8][C:7]([C:12]([O:14][CH2:15][CH3:16])=[O:13])=[CH:6][CH:5]=3)[C:10]([CH3:11])=[C:2]2[CH3:1])=[CH:22][CH:23]=1)=[O:34])([CH3:39])([CH3:38])[CH3:37] |f:1.2|. Procedure: To a mixture of ethyl 2,3-dimethyl-1H-indole-5-carboxylate (1.493 g, 6.87 mmol) in dry DMF (10 mL) at 0° C. under argon was added NaH (0.3 g, 60% dispersion in mineral oil, 7.56 mmol) in portions. The reaction mixture was stirred at rt for 30 min and then re-cooled to 0° C. Tert-butyl 4′-(bromomethyl)biphenyl-2-carboxylate (2.62 g, 7.56 mmol) in DMF (2 mL) was slowly added. The reaction mixture was stirred at rt for another 1 h. The completion of the reaction was monitored by anal. HPLC. The rea... The reactants are BrCC (1-bromoethane), ClC1=NC(=NC2=C1OCC(N2)=O)CC (4-chloro-6,7-dihydro-2-ethyl-8H-pyrimido [5,4-b][1,4]oxazin-7-one). Product: ClC1=NC(=NC2=C1OCC(N2CC)=O)CC (4-chloro-2,8-diethyl-6,7dihydropyrimido [5,4-b][1,4]oxazin-7-one). As a reaction SMILES: Br[CH2:2][CH3:3].[Cl:4][C:5]1[C:10]2[O:11][CH2:12][C:13](=[O:15])[NH:14][C:9]=2[N:8]=[C:7]([CH2:16][CH3:17])[N:6]=1>>[Cl:4][C:5]1[C:10]2[O:11][CH2:12][C:13](=[O:15])[N:14]([CH2:2][CH3:3])[C:9]=2[N:8]=[C:7]([CH2:16][CH3:17])[N:6]=1. Reported procedure: Using the procedure of Example 80, except that 1-bromoethane was used instead of methyl iodide, 4-chloro-6,7-dihydro-2-ethyl-8H-pyrimido [5,4-b][1,4]oxazin-7-one was alkylated providing 4-chloro-2,8-diethyl-6,7dihydropyrimido [5,4-b][1,4]oxazin-7-one.